Dataset: the Open Reaction Database (ORD), a public repository of structured organic reaction records. Task: describe an organic reaction: reactants, conditions, products, and yield The reactants are CC(CN1CC(OC(C1)C)C)CC1=CC=CC=C1 (4-(2-methyl-3-phenyl-propyl)-2,6-dimethyl-morpholine), CC(C)(CC)O (2-methyl-2-butanol). Product: C(C)(C)(CC)C1=CC=C(C=C1)CC(CN1CC(OC(C1)C)C)C (4-[3-(p-tert.amyl-phenyl)-2-methyl-propyl]-2,6-dimethyl-morpholine). Reaction SMILES: [CH3:1][CH:2]([CH2:12][C:13]1[CH:18]=[CH:17][CH:16]=[CH:15][CH:14]=1)[CH2:3][N:4]1[CH2:9][CH:8]([CH3:10])[O:7][CH:6]([CH3:11])[CH2:5]1.[CH3:19][C:20](O)([CH2:22][CH3:23])[CH3:21]>>[C:20]([C:16]1[CH:15]=[CH:14][C:13]([CH2:12][CH:2]([CH3:1])[CH2:3][N:4]2[CH2:5][CH:6]([CH3:11])[O:7][CH:8]([CH3:10])[CH2:9]2)=[CH:18][CH:17]=1)([CH2:22][CH3:23])([CH3:21])[CH3:19]. Procedure details: 4-[3-(p-tert.amyl-phenyl)-2-methyl-propyl]-2,6-dimethyl-morpholine, b.p. 136°-138° C./0.04 Torr is prepared from 4-(2-methyl-3-phenyl-propyl)-2,6-dimethyl-morpholine and 2-methyl-2-butanol. Reactants: C(C)(=O)OCC.CCCCCC (ethyl acetate hexane), ( 48 ), C(Cl)(Cl)Cl (CHCl3), ( 28 ), ( 38 ). The product is C[C@H]1[C@@H]2C(O[C@H](CC1)C2)=O ((1R,2R,5R)-2-methyl-6-oxabicyclo[3.2.1]octan-7-one). RXN SMILES: [C:1]([O:4][CH2:5][CH3:6])(=[O:3])[CH3:2].[CH3:7][CH2:8][CH2:9]CCC.[CH:13](Cl)(Cl)Cl>>[CH3:7][C@@H:8]1[CH2:9][CH2:6][C@@H:5]2[CH2:13][C@H:2]1[C:1](=[O:3])[O:4]2 |f:0.1|. Procedure: A solution of 8 (26.8 g, 101 mmol), tributyltin hydride (29.8 mL, 111 mmol), and AIBN (200 mg) in benzene (300 mL) was refluxed overnight. After removing the benzene solvent in vacuo, diethyl ether (250 mL) and 10% aqueous KF (250 mL) was added. Stirring for 30 min precipitated a tributyltin flouride polymer. The polymer was filtered and the mother liquors were extracted with methylene chloride (3×100 mL). The combined organics were dried (MgSO4) and the volatiles were removed in vacuo to yield ... The reactants are CNC(C(C)(C)OC(C)=O)=NC1=CC(=C(C=C1)Br)C(F)(F)F (N1 -methyl-N2 -(4-bromo-3-trifluoromethylphenyl)-2-acetoxy isobutyramidine), Cl (hydrogen chloride), [OH-].[K+] (potassium hydroxide), ester. Run in C(C)O (ethanol). The product is CNC(C(C)(C)O)=NC1=CC(=C(C=C1)Br)C(F)(F)F (N1 -Methyl-N2 -(4-bromo-3-trifluoromethylphenyl)-2-hydroxyisobutyramidine). Reaction SMILES: [CH3:1][NH:2][C:3](=[N:11][C:12]1[CH:17]=[CH:16][C:15]([Br:18])=[C:14]([C:19]([F:22])([F:21])[F:20])[CH:13]=1)[C:4]([O:7]C(=O)C)([CH3:6])[CH3:5].[OH-].[K+].Cl>C(O)C>[CH3:1][NH:2][C:3](=[N:11][C:12]1[CH:17]=[CH:16][C:15]([Br:18])=[C:14]([C:19]([F:20])([F:21])[F:22])[CH:13]=1)[C:4]([OH:7])([CH3:6])[CH3:5] |f:1.2|. Reported procedure: To a solution of 38.1 g. (0.1 moles) of N1 -methyl-N2 -(4-bromo-3-trifluoromethylphenyl)-2-acetoxy isobutyramidine in 500 ml. of ethanol, add 5.6 g. (0.1 moles) of potassium hydroxide, maintaining the reaction at room temperature. Stir at room temperature for several hours (until there is no evidence of starting ester by tlc). Remove the solvent in vacuo, partition the residue between ether and water, dry the ether extract over sodium sulfate, filter, and precipitate the product of this reaction... The reactants are C(C)OC(COC1=C(C=CC=2C(CCCC12)=O)Br)=O (ethyl[(2-bromo-5,6,7,8-tetrahydro-5-oxo-1-naphthalenyl)oxy]acetate), C(N)([S-])=S.[NH4+] (ammonium dithiocarbamate). Solvent: C(C)O (ethanol). Product: C(C)OC(COC1=C2CCC3=C(N=C(S3)S)C2=CC=C1)=O (Ethyl[(2-mercapto-4,5-dihydronaphtho[1,2-d]thiazol-6-yl)oxy]acetate). Yield: 75.8%. RXN SMILES: [CH2:1]([O:3][C:4](=[O:19])[CH2:5][O:6][C:7]1[C:16]2[CH2:15][CH2:14][CH2:13][C:12](=O)[C:11]=2[CH:10]=[CH:9][C:8]=1Br)[CH3:2].[C:20](=[S:23])([S-:22])[NH2:21].[NH4+]>C(O)C>[CH2:1]([O:3][C:4](=[O:19])[CH2:5][O:6][C:7]1[CH:8]=[CH:9][CH:10]=[C:11]2[C:16]=1[CH2:15][CH2:14][C:13]1[S:22][C:20]([SH:23])=[N:21][C:12]=12)[CH3:2] |f:1.2|. Procedure details: A mixture of ethyl[(2-bromo-5,6,7,8-tetrahydro-5-oxo-1-naphthalenyl)oxy]acetate (2.63 g, 8.04 mmol), ammonium dithiocarbamate (1.06 g, 9.60 mmol), and ethanol (30 mL) was refluxed for 14 hours. After cooling, the solid precipitate was recovered by filtration to provide 1.96 g of the title compound. Amorphous solid. Yield 76%.